describe an organic reaction: reactants, conditions, products, and yield From a dataset of the Open Reaction Database (ORD), a public repository of structured organic reaction records. Starting materials: BrB(Br)Br, CO, COc1ccccc1CNC(=O)C1CN(S(=O)(=O)c2ccc3cc(Cl)ccc3c2)CCN1C(=O)c1nc2c(s1)CNC(C)C2, ClCCl, ClCCl, Cl, [Na+], [Na+], O=C([O-])[O-], O. Yields the product CC1Cc2nc(C(=O)N3CCN(S(=O)(=O)c4ccc5cc(Cl)ccc5c4)CC3C(=O)NCc3ccccc3O)sc2CN1. Reaction SMILES: [B:49]([Br:50])([Br:51])[Br:52].[CH3:53][OH:54].[Cl:2][c:3]1[cH:4][c:5]2[cH:6][cH:7][c:8]([S:13](=[O:14])(=[O:15])[N:16]3[CH2:17][CH:18]([C:34]([NH:35][CH2:36][c:37]4[c:38]([O:43][CH3:44])[cH:39][cH:40][cH:41][cH:42]4)=[O:45])[N:19]([C:22](=[O:23])[c:24]4[s:25][c:26]5[c:31]([n:32]4)[CH2:30][CH:29]([CH3:33])[NH:28][CH2:27]5)[CH2:20][CH2:21]3)[cH:9][c:10]2[cH:11][cH:12]1.[Cl:46][CH2:47][Cl:48].[Cl:61][CH2:62][Cl:63].[ClH:1].[Na+:55].[Na+:56].[O-:57][C:58](=[O:59])[O-:60].[OH2:64]>>[Cl:2][c:3]1[cH:4][c:5]2[cH:6][cH:7][c:8]([S:13](=[O:14])(=[O:15])[N:16]3[CH2:17][CH:18]([C:34]([NH:35][CH2:36][c:37]4[c:38]([OH:43])[cH:39][cH:40][cH:41][cH:42]4)=[O:45])[N:19]([C:22](=[O:23])[c:24]4[s:25][c:26]5[c:31]([n:32]4)[CH2:30][CH:29]([CH3:33])[NH:28][CH2:27]5)[CH2:20][CH2:21]3)[cH:9][c:10]2[cH:11][cH:12]1. The reactants are COc1cc(C(=O)N2CCC3(CC2)CC(=O)c2cc(Nc4ncn(COCC[Si](C)(C)C)n4)ccc2O3)nc2c(OC)cccc12, ClC(Cl)Cl, O=C(O)C(F)(F)F, NCCN, [Na+], [OH-]. Yields the product COc1cc(C(=O)N2CCC3(CC2)CC(=O)c2cc(Nc4nnc[nH]4)ccc2O3)nc2c(OC)cccc12. RXN SMILES: [CH3:1][O:2][c:3]1[cH:4][c:5]([C:15](=[O:16])[N:17]2[CH2:18][CH2:19][C:20]3([O:21][c:22]4[cH:23][cH:24][c:25]([NH:31][c:32]5[n:33][n:34]([CH2:37][O:38][CH2:39][CH2:40][Si:41]([CH3:42])([CH3:43])[CH3:44])[cH:35][n:36]5)[cH:26][c:27]4[C:28](=[O:30])[CH2:29]3)[CH2:45][CH2:46]2)[n:6][c:7]2[c:8]([O:13][CH3:14])[cH:9][cH:10][cH:11][c:12]12.[Cl:58][CH:59]([Cl:60])[Cl:61].[F:47][C:48]([F:49])([F:50])[C:51]([OH:52])=[O:53].[NH2:54][CH2:55][CH2:56][NH2:57].[Na+:63].[OH-:62]>>[CH3:1][O:2][c:3]1[cH:4][c:5]([C:15](=[O:16])[N:17]2[CH2:18][CH2:19][C:20]3([O:21][c:22]4[cH:23][cH:24][c:25]([NH:31][c:32]5[n:33][n:34][cH:35][nH:36]5)[cH:26][c:27]4[C:28](=[O:30])[CH2:29]3)[CH2:45][CH2:46]2)[n:6][c:7]2[c:8]([O:13][CH3:14])[cH:9][cH:10][cH:11][c:12]12. Starting materials: C1COCCO1, Cc1ccc(NC(=O)c2cccc(C(F)(F)F)c2)cc1-c1ccc([N+](=O)[O-])cc1, [NH4+], [Na+], [Na+], [OH-], O, O=S([O-])S(=O)[O-]. Yields the product Cc1ccc(NC(=O)c2cccc(C(F)(F)F)c2)cc1-c1ccc(N)cc1. As a reaction SMILES: [CH2:30]1[O:31][CH2:32][CH2:33][O:34][CH2:35]1.[CH3:1][c:2]1[cH:3][cH:4][c:5]([NH:17][C:18]([c:19]2[cH:20][c:21]([C:25]([F:26])([F:27])[F:28])[cH:22][cH:23][cH:24]2)=[O:29])[cH:6][c:7]1-[c:8]1[cH:9][cH:10][c:11]([N+:14]([O-:15])=[O:16])[cH:12][cH:13]1.[NH4+:36].[Na+:44].[Na+:45].[OH-:37].[OH2:46].[S:38]([S:39]([O-:40])=[O:41])([O-:42])=[O:43]>>[CH3:1][c:2]1[cH:3][cH:4][c:5]([NH:17][C:18]([c:19]2[cH:20][c:21]([C:25]([F:26])([F:27])[F:28])[cH:22][cH:23][cH:24]2)=[O:29])[cH:6][c:7]1-[c:8]1[cH:9][cH:10][c:11]([NH2:14])[cH:12][cH:13]1.